Dataset: the Open Reaction Database (ORD), a public repository of structured organic reaction records. Task: describe an organic reaction: reactants, conditions, products, and yield The reactants are BrCCCCN1C(C=2C(C1=O)=CC=CC2)=O (N-(4-bromobutyl)phthalimide), ON=C(C)OCC (ethyl N-hydroxyacetimidate). Run in O1CCCC1 (tetrahydrofuran). Product: C1(C=2C(C(N1CCCCON=C(C)OCC)=O)=CC=CC2)=O (ethyl N-[(4-phthalimidobutyl)oxy]acetimidate). As a reaction SMILES: Br[CH2:2][CH2:3][CH2:4][CH2:5][N:6]1[C:10](=[O:11])[C:9]2=[CH:12][CH:13]=[CH:14][CH:15]=[C:8]2[C:7]1=[O:16].[OH:17][N:18]=[C:19]([O:21][CH2:22][CH3:23])[CH3:20]>O1CCCC1>[C:10]1(=[O:11])[N:6]([CH2:5][CH2:4][CH2:3][CH2:2][O:17][N:18]=[C:19]([O:21][CH2:22][CH3:23])[CH3:20])[C:7](=[O:16])[C:8]2=[CH:15][CH:14]=[CH:13][CH:12]=[C:9]12. Reported procedure: Briefly, N-(4-bromobutyl)phthalimide was treated with the anion of ethyl N-hydroxyacetimidate in tetrahydrofuran to yield ethyl N-[(4-phthalimidobutyl)oxy]acetimidate. The product was then treated with hydrazine to release the desired amine, ethyl N-[(4-aminobutyl)oxy]acetamidate, from the phthalimide. The desired amine was isolated from the crude product by removal of phthalazine-1,4-dione by filtration, and was coupled to biotin using dicyclohexyl carbodiimide and N-hydroxy succinimide in dime... Reactants: C[C@@H]1[C@@H](C[C@@H](C(N1CCC(F)(F)F)=O)NC(OC(C)(C)C)=O)C1=CC=CC=C1 (tert-butyl [(3S,5S,6R)-6-methyl-2-oxo-5-phenyl-1-(3,3,3-trifluoropropyl)piperidin-3-yl]carbamate). Reported procedure: A solution of tert-butyl [(3S,5S,6R)-6-methyl-2-oxo-5-phenyl-1-(3,3,3-trifluoropropyl)piperidin-3-yl]carbamate (152 mg, 0.380 mmol) in ethyl acetate (10 mL), pre-cooled to 0° C. was sparged with HCl gas for ˜1 min. The ice-bath was removed and the acidic solution was allowed to warm to 23° C. as stirring was continued for 2 h. The mixture was then concentrated to dryness to afford the title compound as a hydrochloride salt. MS: m/z=301.3 (M+1). As a reaction SMILES: [CH3:1][C@H:2]1[N:7]([CH2:8][CH2:9][C:10]([F:13])([F:12])[F:11])[C:6](=[O:14])[C@@H:5]([NH:15]C(=O)OC(C)(C)C)[CH2:4][C@H:3]1[C:23]1[CH:28]=[CH:27][CH:26]=[CH:25][CH:24]=1>C(OCC)(=O)C>[NH2:15][C@H:5]1[CH2:4][C@@H:3]([C:23]2[CH:28]=[CH:27][CH:26]=[CH:25][CH:24]=2)[C@@H:2]([CH3:1])[N:7]([CH2:8][CH2:9][C:10]([F:11])([F:12])[F:13])[C:6]1=[O:14]. Conditions: temperature 23 celsius, time 2 hour. The product is N[C@@H]1C(N([C@@H]([C@@H](C1)C1=CC=CC=C1)C)CCC(F)(F)F)=O ((3S,5S,6R)-3-Amino-6-methyl-5-phenyl-1-(3,3,3-trifluoropropyl)piperidin-2-one), hydrochloride salt. The solvent is C(C)(=O)OCC (ethyl acetate). Yield: 87.4%. Procedure: A mixture of 200 mg (0.76 mmol) of 4-allylamino-2-chloro-6-nitroquinazoline and 1.55 g (13.49 mmol) of heptylamine was stirred at room temperature for 2 hours. Water was added to the reaction solution, followed by extraction with ethyl acetate, washing brine and drying over anhydrous sodium sulfate. After the solvent was distilled off, the residue was purified by a silica gel column to give 228 mg (87.8%) of the title compound. Starting materials: C(C=C)NC1=NC(=NC2=CC=C(C=C12)[N+](=O)[O-])Cl (4-allylamino-2-chloro-6-nitroquinazoline), C(CCCCCC)N (heptylamine). Run at time 2 hour. Solvent: O (Water). RXN SMILES: [CH2:1]([NH:4][C:5]1[C:14]2[C:9](=[CH:10][CH:11]=[C:12]([N+:15]([O-:17])=[O:16])[CH:13]=2)[N:8]=[C:7](Cl)[N:6]=1)[CH:2]=[CH2:3].[CH2:19]([NH2:26])[CH2:20][CH2:21][CH2:22][CH2:23][CH2:24][CH3:25]>O>[CH2:1]([NH:4][C:5]1[C:14]2[C:9](=[CH:10][CH:11]=[C:12]([N+:15]([O-:17])=[O:16])[CH:13]=2)[N:8]=[C:7]([NH:26][CH2:19][CH2:20][CH2:21][CH2:22][CH2:23][CH2:24][CH3:25])[N:6]=1)[CH:2]=[CH2:3]. Product: C(C=C)NC1=NC(=NC2=CC=C(C=C12)[N+](=O)[O-])NCCCCCCC (4-Allylamino-2-heptylamino-6-nitroquinazoline). The reactants are Cl (HCl), FC1(CC(C1)COC=1C=C2C(C3(CC2=CC1)CCC(CC3)OC)=NS(=O)C(C)(C)C)F (N-(5′-((3,3-difluorocyclobutyl)methoxy)-4-methoxyspiro[cyclohexane-1,2′-indene]-3′(1′H)-ylidene)-2-methylpropane-2-sulfinamide), FC1(CC(C1)COC=1C=C2C(C3(CC2=CC1)CCC(CC3)OC)=NS(=O)C(C)(C)C)F (N-(5′-((3,3-difluorocyclobutyl)methoxy)-4-methoxyspiro[cyclohexane-1,2′-indene]-3′(1′H)-ylidene)-2-methylpropane-2-sulfinamide). The solvent is O1CCOCC1 (1,4-dioxane), C(=O)(O)[O-].[Na+] (NaHCO3). Reaction conditions: time 8 hour. The product is FC1(CC(C1)COC1=CC=C2CC3(C(C2=C1)=N)CCC(CC3)OC)F (6′-((3,3-difluorocyclobutyl)methoxy)-4-methoxyspiro[cyclohexane-1,2′-inden]-1′(3′H)-imine). Yield: 116.4%. RXN SMILES: Cl.[F:2][C:3]1([F:32])[CH2:6][CH:5]([CH2:7][O:8][C:9]2[CH:10]=[C:11]3[C:15](=[CH:16][CH:17]=2)[CH2:14][C:13]2([CH2:22][CH2:21][CH:20]([O:23][CH3:24])[CH2:19][CH2:18]2)[C:12]3=[N:25]S(C(C)(C)C)=O)[CH2:4]1>O1CCOCC1.C([O-])(O)=O.[Na+]>[F:2][C:3]1([F:32])[CH2:6][CH:5]([CH2:7][O:8][C:9]2[CH:10]=[C:11]3[C:15]([CH2:14][C:13]4([CH2:22][CH2:21][CH:20]([O:23][CH3:24])[CH2:19][CH2:18]4)[C:12]3=[NH:25])=[CH:16][CH:17]=2)[CH2:4]1 |f:3.4|. Procedure: HCl (4 M in 1,4-dioxane, 4.13 mL, 16.5 mmol) was added to a solution of N-(5′-((3,3-difluorocyclobutyl)methoxy)-4-methoxyspiro[cyclohexane-1,2′-indene]-3′(1′H)-ylidene)-2-methylpropane-2-sulfinamide (Intermediate 18, 750 mg, 1.65 mmol) in anhydrous 1,4-dioxane (25 mL). A white precipitate formed immediately and the resulting cloudy mixture was stirred under a nitrogen atmosphere overnight. The mixture was diluted with NaHCO3 (aq.) and extracted with DCM. The organic phase was dried and concentra... Reactants: C(C)OCC (diethyl ether), CCCCCC (hexane), (R)-3-methyl-1-heptenyldiethylamine, S(O)(O)(=O)=O (sulfuric acid). Run at temperature 0 celsius, time 20 minute. The product is C[C@@H](CC=O)CCCC ((R)-3-Methylheptanal). The yield is 86.2%. Reaction SMILES: [CH3:1][CH2:2][CH2:3][CH2:4][CH2:5][CH3:6].S(=O)(=O)(O)O.C([O:14][CH2:15][CH3:16])C>>[CH3:1][C@H:2]([CH2:3][CH2:4][CH2:5][CH3:6])[CH2:16][CH:15]=[O:14]. Procedure: In a 300 ml flask were charged 86 ml of hexane and 56 g of (R)-3-methyl-1-heptenyldiethylamine obtained in Step 1, followed by cooling to 0° C. To the solution was added 73 g of 20% sulfuric acid over 1.5 hours, followed by stirring for 20 minutes. After completion of the reaction, 50 ml of diethyl ether was added thereto, and the reaction mixture was washed with water. The solvent was removed by distillation to obtain 34.2 g (86.2%) of a crude product. Reactants: COCCCn1cc(CN(C(=O)C2CC(NS(=O)(=O)c3ccccc3[N+](=O)[O-])CN(C(=O)OC(C)(C)C)C2)C2CC2)c2ccccc21, C1CCOC1, CCOC(=O)N=NC(=O)OCC, O=C1c2ccccc2C(=O)N1CCO, c1ccc(P(c2ccccc2)c2ccccc2)cc1. The product is COCCCn1cc(CN(C(=O)C2CC(N(CCN3C(=O)c4ccccc4C3=O)S(=O)(=O)c3ccccc3[N+](=O)[O-])CN(C(=O)OC(C)(C)C)C2)C2CC2)c2ccccc21. Reaction SMILES: [C:1]([CH3:2])([CH3:3])([CH3:4])[O:5][C:6](=[O:7])[N:8]1[CH2:9][CH:10]([C:27]([N:28]([CH2:29][c:30]2[cH:31][n:32]([CH2:39][CH2:40][CH2:41][O:42][CH3:43])[c:33]3[cH:34][cH:35][cH:36][cH:37][c:38]23)[CH:44]2[CH2:45][CH2:46]2)=[O:47])[CH2:11][CH:12]([NH:14][S:15](=[O:16])(=[O:17])[c:18]2[c:19]([N+:24](=[O:25])[O-:26])[cH:20][cH:21][cH:22][cH:23]2)[CH2:13]1.[CH2:93]1[O:94][CH2:95][CH2:96][CH2:97]1.[O:81]=[C:82]([O:83][CH2:84][CH3:85])[N:86]=[N:87][C:88]([O:89][CH2:90][CH3:91])=[O:92].[OH:48][CH2:49][CH2:50][N:51]1[C:52](=[O:61])[c:53]2[cH:54][cH:55][cH:56][cH:57][c:58]2[C:59]1=[O:60].[c:62]1([P:63]([c:64]2[cH:65][cH:66][cH:67][cH:68][cH:69]2)[c:70]2[cH:71][cH:72][cH:73][cH:74][cH:75]2)[cH:76][cH:77][cH:78][cH:79][cH:80]1>>[C:1]([CH3:2])([CH3:3])([CH3:4])[O:5][C:6](=[O:7])[N:8]1[CH2:9][CH:10]([C:27]([N:28]([CH2:29][c:30]2[cH:31][n:32]([CH2:39][CH2:40][CH2:41][O:42][CH3:43])[c:33]3[cH:34][cH:35][cH:36][cH:37][c:38]23)[CH:44]2[CH2:45][CH2:46]2)=[O:47])[CH2:11][CH:12]([N:14]([S:15](=[O:16])(=[O:17])[c:18]2[c:19]([N+:24](=[O:25])[O-:26])[cH:20][cH:21][cH:22][cH:23]2)[CH2:49][CH2:50][N:51]2[C:52](=[O:61])[c:53]3[cH:54][cH:55][cH:56][cH:57][c:58]3[C:59]2=[O:60])[CH2:13]1.